This data is from the Open Reaction Database (ORD), a public repository of structured organic reaction records. The task is: describe an organic reaction: reactants, conditions, products, and yield Starting materials: [OH-].[Na+] (NaOH), Cl (HCl), COC(C1=CC(C(=O)OC)=CC(=C1)S(=O)(=O)Cl)=O (5-chlorosulfonyl-isophthalic acid dimethyl ester), CNC (dimethylamine). Solvent: CO (methanol), C1CCOC1 (THF), C(C)(=O)OCC (ethyl acetate). Conditions: time 3 hour. The product is COC(C1=CC(C(=O)O)=CC(=C1)S(N(C)C)(=O)=O)=O (5-Dimethylsulfamoyl-isophthalic acid monomethyl ester). RXN SMILES: [CH3:1][O:2][C:3](=[O:18])[C:4]1[CH:13]=[C:12]([S:14](Cl)(=[O:16])=[O:15])[CH:11]=[C:6]([C:7]([O:9]C)=[O:8])[CH:5]=1.[CH3:19][NH:20][CH3:21].[OH-].[Na+].Cl>C1COCC1.C(OCC)(=O)C.CO>[CH3:1][O:2][C:3](=[O:18])[C:4]1[CH:13]=[C:12]([S:14](=[O:16])(=[O:15])[N:20]([CH3:21])[CH3:19])[CH:11]=[C:6]([C:7]([OH:9])=[O:8])[CH:5]=1 |f:2.3|. Procedure details: Dissolve commercially available 5-chlorosulfonyl-isophthalic acid dimethyl ester (422 mg, 1.43 mmol) in THF (10 mL) and add dimethylamine (2.0 M in THF, 2.5 mL, 5 mmol). Stir at room temperature 3 h, dilute with ethyl acetate, wash with 10% aqueous potassium carbonate, 0.1 N citric acid and saturated aqueous sodium chloride. Dry (magnesium sulfate), filter and concentrate. Dissolve the residue in acetone (10 mL) and methanol (5 mL). Add a solution of NaOH (60 mg, 1.43 mmol) in methanol (0.7 mL).... Reactants: CN(C=O)C (N,N-Dimethylformamide), C(C(=O)Cl)(=O)Cl (oxalyl chloride), O1CCN(CC1)C1=NC=C(C(=O)O)C=C1 (6-Morpholinonicotinic acid). The solvent is C(Cl)(Cl)Cl (chloroform). Conditions: time 15 minute. The product is O1CCN(CC1)C1=NC=C(C(=O)Cl)C=C1 (6-morpholinonicotinoyl chloride). RXN SMILES: CN(C)C=O.[C:6](Cl)(=O)[C:7]([Cl:9])=[O:8].[O:12]1[CH2:17][CH2:16][N:15]([C:18]2[CH:26]=[CH:25]C(C(O)=O)=[CH:20][N:19]=2)[CH2:14][CH2:13]1>C(Cl)(Cl)Cl>[O:12]1[CH2:17][CH2:16][N:15]([C:18]2[CH:26]=[CH:25][C:6]([C:7]([Cl:9])=[O:8])=[CH:20][N:19]=2)[CH2:14][CH2:13]1. Procedure details: N,N-Dimethylformamide (1 mL) was slowly added to a solution of oxalyl chloride (0.13 g, 1 mmol) in chloroform (5 mL). 6-Morpholinonicotinic acid (0.21 g, 1 mmol) was added and the reaction mixture was stirred for 15 minutes. The reaction mixture was concentrated under vacuum, diluted with toluene and then concentrated under vacuum to provide 6-morpholinonicotinoyl chloride. This material was kept under vacuum at ambient temperature overnight and then used in the next step.